From a dataset of the Open Reaction Database (ORD), a public repository of structured organic reaction records. describe an organic reaction: reactants, conditions, products, and yield The product is COC(=O)C1(N(Cc2ccccc2)S(=O)(=O)c2ccc(OC)cc2)CCN(Cc2ccccc2)CC1. Starting materials: BrCc1ccccc1, COC(=O)C1(N(Cc2ccccc2)S(=O)(=O)c2ccc(OC)cc2)CCNCC1, CN(C)C=O, [H-], [Na+]. RXN SMILES: [Br:32][CH2:33][c:34]1[cH:35][cH:36][cH:37][cH:38][cH:39]1.[CH3:1][O:2][c:3]1[cH:4][cH:5][c:6]([S:9](=[O:10])(=[O:11])[N:12]([C:13]2([C:19](=[O:20])[O:21][CH3:22])[CH2:14][CH2:15][NH:16][CH2:17][CH2:18]2)[CH2:23][c:24]2[cH:25][cH:26][cH:27][cH:28][cH:29]2)[cH:7][cH:8]1.[CH3:40][N:41]([CH3:42])[CH:43]=[O:44].[H-:30].[Na+:31]>>[CH3:1][O:2][c:3]1[cH:4][cH:5][c:6]([S:9](=[O:10])(=[O:11])[N:12]([C:13]2([C:19](=[O:20])[O:21][CH3:22])[CH2:14][CH2:15][N:16]([CH2:33][c:34]3[cH:35][cH:36][cH:37][cH:38][cH:39]3)[CH2:17][CH2:18]2)[CH2:23][c:24]2[cH:25][cH:26][cH:27][cH:28][cH:29]2)[cH:7][cH:8]1. The reactants are ClCc1ccc(OCc2ccccc2)cc1, CCO, S=C1NC(c2ccccc2)C(c2ccccc2)N1. Yields the product Cl, c1ccc(COc2ccc(CSC3=NC(c4ccccc4)C(c4ccccc4)N3)cc2)cc1. Reaction SMILES: [CH2:19]([c:20]1[cH:21][cH:22][cH:23][cH:24][cH:25]1)[O:26][c:27]1[cH:28][cH:29][c:30]([CH2:31][Cl:32])[cH:33][cH:34]1.[CH3:35][CH2:36][OH:37].[c:1]1([CH:7]2[NH:8][C:9](=[S:18])[NH:10][CH:11]2[c:12]2[cH:13][cH:14][cH:15][cH:16][cH:17]2)[cH:2][cH:3][cH:4][cH:5][cH:6]1>>[ClH:32].[c:1]1([CH:7]2[NH:8][C:9]([S:18][CH2:31][c:30]3[cH:29][cH:28][c:27]([O:26][CH2:19][c:20]4[cH:21][cH:22][cH:23][cH:24][cH:25]4)[cH:34][cH:33]3)=[N:10][CH:11]2[c:12]2[cH:13][cH:14][cH:15][cH:16][cH:17]2)[cH:2][cH:3][cH:4][cH:5][cH:6]1. The reactants are ClC1=C(C(=CC=C1)Cl)C1=CC=2N(C=3C=CC(=CC3C2C2=C1C(NC2=O)=O)OC)CCC(=O)N (3-(4-(2,6-Dichlorophenyl)-9-methoxy-1,3-dioxo-2,3-dihydropyrrolo[3,4-c]carbazol-6 (1H)-yl)propanamide), O1CCCC1 (tetrahydrofuran). Run in C(C)(=O)OCC (ethyl acetate), C(C)(=O)OCC (ethyl acetate). Product: ClC1=C(C(=CC=C1)Cl)C1=CC=2N(C=3C=CC(=CC3C2C2=C1C(NC2=O)=O)O)CCC(=O)N (3-(4-(2,6-Dichlorophenyl)-9-hydroxy-1,3-dioxo-2,3-dihydropyrrolo[3,4-c]carbazol-6 (1H)-yl)propanamide). The yield is 59.0%. As a reaction SMILES: [Cl:1][C:2]1[CH:7]=[CH:6][CH:5]=[C:4]([Cl:8])[C:3]=1[C:9]1[C:21]2[C:22](=[O:26])[NH:23][C:24](=[O:25])[C:20]=2[C:19]2[C:18]3[CH:17]=[C:16]([O:27]C)[CH:15]=[CH:14][C:13]=3[N:12]([CH2:29][CH2:30][C:31]([NH2:33])=[O:32])[C:11]=2[CH:10]=1.O1CCCC1>C(OCC)(=O)C>[Cl:8][C:4]1[CH:5]=[CH:6][CH:7]=[C:2]([Cl:1])[C:3]=1[C:9]1[C:21]2[C:22](=[O:26])[NH:23][C:24](=[O:25])[C:20]=2[C:19]2[C:18]3[CH:17]=[C:16]([OH:27])[CH:15]=[CH:14][C:13]=3[N:12]([CH2:29][CH2:30][C:31]([NH2:33])=[O:32])[C:11]=2[CH:10]=1. Reported procedure: Reaction of methyl ether (250) (80 mg, 0.17 mmol)) prepared as described in example 210 according to The procedure described in example 80, followed by chromatography on silica eluting with ethyl acetate then tetrahydrofuran and trituration from ethyl acetate, gave amide (258) (47 mg, 59%) as an orange powder, mp 327–329° C. 1H NMR δ [(CD3)2SO] 11.12 (br s, 1H), 9.39 (s, 1H), 8.36 (d, J=2.4 Hz, 1H), 7.82 (s, 1H), 7.61 (m, 3H), 7.51 (dd, J=8.8, 7.4 Hz, 1H), 7.38 (br s, 1H), 7.15 (dd, J=8.9, 2.4 H... Starting materials: CC(C)C(NC(=O)OCc1ccccc1)C(=O)O, ClC(Cl)Cl, O=c1[nH]c(=O)n(C2CC(O)C(CO)O2)cc1F, c1ccncc1. Product: CC(C)C(NC(=O)OCc1ccccc1)C(=O)OCC1OC(n2cc(F)c(=O)[nH]c2=O)CC1O. RXN SMILES: [CH2:18]([c:19]1[cH:20][cH:21][cH:22][cH:23][cH:24]1)[O:25][C:26](=[O:27])[NH:28][CH:29]([CH:30]([CH3:31])[CH3:32])[C:33](=[O:34])[OH:35].[Cl:36][CH:37]([Cl:38])[Cl:39].[F:1][c:2]1[c:3](=[O:17])[nH:4][c:5](=[O:16])[n:6]([CH:7]2[CH2:8][CH:9]([OH:10])[CH:11]([CH2:12][OH:13])[O:14]2)[cH:15]1.[cH:40]1[cH:41][cH:42][n:43][cH:44][cH:45]1>>[F:1][c:2]1[c:3](=[O:17])[nH:4][c:5](=[O:16])[n:6]([CH:7]2[CH2:8][CH:9]([OH:10])[CH:11]([CH2:12][O:13][C:33]([CH:29]([NH:28][C:26]([O:25][CH2:18][c:19]3[cH:20][cH:21][cH:22][cH:23][cH:24]3)=[O:27])[CH:30]([CH3:31])[CH3:32])=[O:34])[O:14]2)[cH:15]1. Starting materials: ClC1=CC=C(C(C2=CC=CC=C2)N=C=S)C=C1 (4-chlorobenzhydryl isothiocyanate), N (NH3). Run in CCOCC (ether). Reaction conditions: temperature 0 celsius, time 1.5 hour. Product: ClC1=CC=C(C(C2=CC=CC=C2)NC(=S)N)C=C1 (N-(4-Chlorobenzhydryl)thiourea). As a reaction SMILES: [Cl:1][C:2]1[CH:17]=[CH:16][C:5]([CH:6]([N:13]=[C:14]=[S:15])[C:7]2[CH:12]=[CH:11][CH:10]=[CH:9][CH:8]=2)=[CH:4][CH:3]=1.[NH3:18]>CCOCC>[Cl:1][C:2]1[CH:3]=[CH:4][C:5]([CH:6]([NH:13][C:14]([NH2:18])=[S:15])[C:7]2[CH:12]=[CH:11][CH:10]=[CH:9][CH:8]=2)=[CH:16][CH:17]=1. Procedure details: A solution of 4-chlorobenzhydryl isothiocyanate [5.2g (0.02M)] in 50 mls of dry ether at 0° C is treated with NH3 (anhyd.) for 1/2 hour while maintaining a temperature of 0° C with stirring. Stirring is continued an additional 1.5 hours at 9° to 10° C. during which time a white solid appears. The crude thiourea is filtered and washed thoroughly with ether; mp 173°-5° C. The filtrate is concentrated in vacuo to yield additional product. The combined crops of N-(4-chlorobenzhydryl) thiourea are us... Reactants: BrC1=CC=C(OCC2CN(C2)C(=O)OC(C)(C)C)C=C1 (tert-butyl 3-[(4-bromophenoxy)methyl]azetidine-1-carboxylate), C(=O)(C(F)(F)F)O (TFA). Solvent: C(Cl)Cl (CH2Cl2). Run at time 16 hour. Yields the product BrC1=CC=C(OCC2CNC2)C=C1 (3-[(4-bromophenoxy)methyl]azetidine). Yield: 99.9%. Reaction SMILES: [Br:1][C:2]1[CH:20]=[CH:19][C:5]([O:6][CH2:7][CH:8]2[CH2:11][N:10](C(OC(C)(C)C)=O)[CH2:9]2)=[CH:4][CH:3]=1.C(O)(C(F)(F)F)=O>C(Cl)Cl>[Br:1][C:2]1[CH:3]=[CH:4][C:5]([O:6][CH2:7][CH:8]2[CH2:9][NH:10][CH2:11]2)=[CH:19][CH:20]=1. Procedure details: To a solution of tert-butyl 3-[(4-bromophenoxy)methyl]azetidine-1-carboxylate (310 mg, 0.91 mmol) in CH2Cl2 (5 mL) was added TFA (5 mL). The reaction mixture was stirred at room temperature for 16 hours. The reaction mixture was concentrated in vacuo to give 3-[(4-bromophenoxy)methyl]azetidine (220 mg, 100%) as a yellow oil which was used directly in the next step. Reactants: C[Mg]Br (Methylmagnesium bromide), CC(CC=1N=C(N(C1)S(=O)(=O)N(C)C)C(CC1=CC=C(C=C1)C1=NC=C(C=C1)F)=O)(CC)C (4-(2,2-dimethylbutyl)-2-{[4-(5-fluoropyridin-2-yl)phenyl]acetyl}-N,N-dimethyl-1H-imidazole-1-sulfonamide). Solvent: O1CCCC1 (tetrahydrofuran). Yields the product CC(CC=1N=C(N(C1)S(=O)(=O)N(C)C)C(CC1=CC=C(C=C1)C1=NC=C(C=C1)F)(C)O)(C)C (4-(2,2-dimethylpropyl)-2-{2-[4-(5-fluoropyridin-2-yl)phenyl]-1-hydroxy-1-methylethyl}-N,N-dimethyl-1H-imidazole-1-sulfonamide). RXN SMILES: [CH3:1][Mg]Br.[CH3:4][C:5]([CH3:36])([CH2:34]C)[CH2:6][C:7]1[N:8]=[C:9]([C:18](=[O:33])[CH2:19][C:20]2[CH:25]=[CH:24][C:23]([C:26]3[CH:31]=[CH:30][C:29]([F:32])=[CH:28][N:27]=3)=[CH:22][CH:21]=2)[N:10]([S:12]([N:15]([CH3:17])[CH3:16])(=[O:14])=[O:13])[CH:11]=1>O1CCCC1>[CH3:34][C:5]([CH3:4])([CH3:36])[CH2:6][C:7]1[N:8]=[C:9]([C:18]([OH:33])([CH3:1])[CH2:19][C:20]2[CH:25]=[CH:24][C:23]([C:26]3[CH:31]=[CH:30][C:29]([F:32])=[CH:28][N:27]=3)=[CH:22][CH:21]=2)[N:10]([S:12]([N:15]([CH3:16])[CH3:17])(=[O:14])=[O:13])[CH:11]=1. Procedure: Methylmagnesium bromide (3 M in diethyl ether) (6.1 mL, 18.42 mmol) was added to a −78° C. solution of 4-(2,2-dimethylbutyl)-2-{[4-(5-fluoropyridin-2-yl)phenyl]acetyl}-N,N-dimethyl-1H-imidazole-1-sulfonamide (4.22 g, 9.21 mmol) in tetrahydrofuran (50 mL). After warming slowly to ambient temperature, the reaction was quenched with saturated aqueous ammonium chloride and extracted with methylene chloride. The combined organic extracts were dried (magnesium sulfate) and concentrated in vacuo. Chrom...